From a dataset of the Open Reaction Database (ORD), a public repository of structured organic reaction records. describe an organic reaction: reactants, conditions, products, and yield Starting materials: C1CCOC1, COc1ccc2ccc(C(=O)O)c(OC(C)C)c2c1, [NH4+], [OH-]. Yields the product COc1ccc2ccc(C(N)=O)c(OC(C)C)c2c1. Reaction SMILES: [CH2:22]1[O:23][CH2:24][CH2:25][CH2:26]1.[CH3:1][O:2][c:3]1[cH:4][cH:5][c:6]2[cH:7][cH:8][c:9]([C:17](=[O:18])[OH:19])[c:10]([O:13][CH:14]([CH3:15])[CH3:16])[c:11]2[cH:12]1.[NH4+:21].[OH-:20]>>[CH3:1][O:2][c:3]1[cH:4][cH:5][c:6]2[cH:7][cH:8][c:9]([C:17](=[O:19])[NH2:21])[c:10]([O:13][CH:14]([CH3:15])[CH3:16])[c:11]2[cH:12]1.